describe an organic reaction: reactants, conditions, products, and yield From a dataset of the Open Reaction Database (ORD), a public repository of structured organic reaction records. The reactants are C(C1=CC=CC=C1)OC1=C(C=CC=C1)Br (2-benzyloxybromobenzene), [Mg] (magnesium), saturated aqueous solution, [Cl-].[NH4+] (ammonium chloride), C(C1=CC=CC=C1)N1CCC(CC1)=O (1-benzyl-4-piperidone), II (iodine), C(C1=CC=CC=C1)OC1=C(C=CC=C1)Br (2-benzyloxybromobenzene), BrCCBr (1,2-dibromoethane). The solvent is O1CCCC1 (tetrahydrofuran), O1CCCC1 (tetrahydrofuran), O1CCCC1 (tetrahydrofuran), Grignard reagent, O1CCCC1 (tetrahydrofuran), O1CCCC1 (tetrahydrofuran). Reaction conditions: temperature 65 celsius. Yields the product C(C1=CC=CC=C1)N1CCC(CC1)(O)C1=C(C=CC=C1)OCC1=CC=CC=C1 (1-benzyl-4-(2-benzyloxyphenyl)-4-piperidinol). Isolated yield 86.8%. Reaction SMILES: [Mg].[CH2:2]([O:9][C:10]1[CH:15]=[CH:14][CH:13]=[CH:12][C:11]=1Br)[C:3]1[CH:8]=[CH:7][CH:6]=[CH:5][CH:4]=1.BrCCBr.II.[CH2:23]([N:30]1[CH2:35][CH2:34][C:33](=[O:36])[CH2:32][CH2:31]1)[C:24]1[CH:29]=[CH:28][CH:27]=[CH:26][CH:25]=1.[Cl-].[NH4+]>O1CCCC1>[CH2:23]([N:30]1[CH2:35][CH2:34][C:33]([C:11]2[CH:12]=[CH:13][CH:14]=[CH:15][C:10]=2[O:9][CH2:2][C:3]2[CH:8]=[CH:7][CH:6]=[CH:5][CH:4]=2)([OH:36])[CH2:32][CH2:31]1)[C:24]1[CH:25]=[CH:26][CH:27]=[CH:28][CH:29]=1 |f:5.6|. Reported procedure: To 30 mL of anhydrous tetrahydrofuran was added 940 mg (39 mmol) of magnesium powder. The one-fifth of a solution obtained by dissolving 10 g (38 mmol) of 2-benzyloxybromobenzene in 30 mL of anhydrous tetrahydrofuran was added. To the resulting mixture were added 0.1 mL of 1,2-dibromoethane and a small amount of iodine, followed by heating to 60 to 70° C. When the reaction started, the remaining portion of the anhydrous tetrahydrofuran solution of 2-benzyloxybromobenzene was added dropwise and t...